Dataset: the Open Reaction Database (ORD), a public repository of structured organic reaction records. Task: describe an organic reaction: reactants, conditions, products, and yield The reactants are O1COC2=C1C=CC(=C2)CN2CCNCC2 (1-benzo[1,3]dioxol-5-ylmethyl-piperazine), C1(=CC=CC=C1)OC(NC=1C=NC=CC1)=O (pyridin-3-yl-carbamic acid phenyl ester). The product is N1=CC(=CC=C1)NC(=O)N1CCN(CC1)CC1=CC2=C(OCO2)C=C1 (4-Benzo[1,3]dioxol-5-ylmethyl-piperazine-1-carboxylic acid pyridin-3-ylamide). Reaction SMILES: [O:1]1[C:5]2[CH:6]=[CH:7][C:8]([CH2:10][N:11]3[CH2:16][CH2:15][NH:14][CH2:13][CH2:12]3)=[CH:9][C:4]=2[O:3][CH2:2]1.C1([O:23][C:24](=O)[NH:25][C:26]2[CH:27]=[N:28][CH:29]=[CH:30][CH:31]=2)C=CC=CC=1>>[N:28]1[CH:29]=[CH:30][CH:31]=[C:26]([NH:25][C:24]([N:14]2[CH2:13][CH2:12][N:11]([CH2:10][C:8]3[CH:7]=[CH:6][C:5]4[O:1][CH2:2][O:3][C:4]=4[CH:9]=3)[CH2:16][CH2:15]2)=[O:23])[CH:27]=1. Procedure details: The title compound was prepared from 1-benzo[1,3]dioxol-5-ylmethyl-piperazine and pyridin-3-yl-carbamic acid phenyl ester in analogy with Example 142. 1H NMR (400 MHz, CDCl3): 8.44-8.43 (m, 1H), 8.19-8.17 (m, 1H), 7.98-7.95 (m, 1H), 7.18-7.16 (m, 1H), 6.83-6.80 (m, 2H), 6.70 (s, 1H), 5.89 (s, 2H), 3.55-3.52 (m, 4H), 3.47 (s, 2H), 2.51-2.48 (m, 4H). Reactants: FC=1C=C(C(=O)NCCC(C(=O)O)C2(C(N(CC2)CCC2=CC=CC=C2)=O)C(=C)C)C=CC1F (α-[2-[(3,4-difluorobenzoyl)amino]ethyl]-2-oxo-1-(2-phenylethyl)-3-(propen-2-yl)-3-pyrrolidineacetic acid), ClCl.CN(C)C=O (Cl2 DMF), C=1C=CC2=C(C1)N=NN2O (HOBT), C(CCl)Cl (EDC), CN1CCOCC1 (4-methylmorpholine), CN1CCOCC1 (4-methylmorpholine), Cl.C(C1=CC=CC=C1)ON (O-benzylhydroxylamine HCl). Run in CCOC(=O)C (EtOAc). Conditions: time 1 hour. Yields the product FC=1C=C(C(=O)NCCC(C(=O)NOCC2=CC=CC=C2)C2(C(N(CC2)CCC2=CC=CC=C2)=O)C(=C)C)C=CC1F (α-[2-[(3,4-Difluorobenzoyl)amino]ethyl]-N-benzyloxy-2-oxo-1-(2-phenylethyl)-3-(propen-2-yl)-3-pyrrolidineacetamide). Yield: 101.4%. RXN SMILES: [F:1][C:2]1[CH:3]=[C:4]([CH:31]=[CH:32][C:33]=1[F:34])[C:5]([NH:7][CH2:8][CH2:9][CH:10]([C:14]1([C:28]([CH3:30])=[CH2:29])[CH2:18][CH2:17][N:16]([CH2:19][CH2:20][C:21]2[CH:26]=[CH:25][CH:24]=[CH:23][CH:22]=2)[C:15]1=[O:27])[C:11]([OH:13])=O)=[O:6].ClCl.CN(C=O)C.C1C=CC2N(O)N=NC=2C=1.C(Cl)CCl.CN1CCOCC1.Cl.[CH2:64]([O:71][NH2:72])[C:65]1[CH:70]=[CH:69][CH:68]=[CH:67][CH:66]=1>CCOC(C)=O>[F:1][C:2]1[CH:3]=[C:4]([CH:31]=[CH:32][C:33]=1[F:34])[C:5]([NH:7][CH2:8][CH2:9][CH:10]([C:14]1([C:28]([CH3:30])=[CH2:29])[CH2:18][CH2:17][N:16]([CH2:19][CH2:20][C:21]2[CH:22]=[CH:23][CH:24]=[CH:25][CH:26]=2)[C:15]1=[O:27])[C:11]([NH:72][O:71][CH2:64][C:65]1[CH:70]=[CH:69][CH:68]=[CH:67][CH:66]=1)=[O:13])=[O:6] |f:1.2,6.7|. Procedure details: A cold (0° C.) solution of α-[2-[(3,4-difluorobenzoyl)amino]ethyl]-2-oxo-1-(2-phenylethyl)-3-(propen-2-yl)-3-pyrrolidineacetic acid (427 mg, 0.908 mmol) in 2:1 CH2 Cl2 /DMF (6 mL) is treated with HOBT (147 mg, 1.09 mmol), EDC (209 mg, 1.09 mmol), and 4-methylmorpholine (120 μL, 1.09 mmol). The ice bath is removed, and after 1 hour, a second portion of 4-methylmorpholine (150 μL, 1.36 mmol) and O-benzylhydroxylamine HCl (217 mg, 1.36 mmol) are added. The solution is stirred overnight at room temp... Starting materials: Cl.NCCS (Cysteamine hydrochloride), [Na] (sodium), Cl.ClCC1=NC=CC=C1OCC (2-Chloromethyl-3-ethoxypyridine hydrochloride). Solvent: C(C)O (ethanol), C(C)O (ethanol). Run at time 8 hour. Product: NCCSCC1=NC=CC=C1OCC (2-(2-aminoethylthiomethyl)-3-ethoxypyridine). Isolated yield 89.5%. Reaction SMILES: Cl.[NH2:2][CH2:3][CH2:4][SH:5].[Na].Cl.Cl[CH2:9][C:10]1[C:15]([O:16][CH2:17][CH3:18])=[CH:14][CH:13]=[CH:12][N:11]=1>C(O)C>[NH2:2][CH2:3][CH2:4][S:5][CH2:9][C:10]1[C:15]([O:16][CH2:17][CH3:18])=[CH:14][CH:13]=[CH:12][N:11]=1 |f:0.1,3.4,^1:5|. Reported procedure: Cysteamine hydrochloride (2.76 g) was added to a stirred mixture of sodium (1.576 g) in ethanol (75 cc) at 12°, 2-Chloromethyl-3-ethoxypyridine hydrochloride (4.60 g) in ethanol (70 cc) was added over 30 minutes to this mixture stirred at 10°-12°. The mixture was left to stand overnight, filtered and the filtrate was evaporated to dryness. The residue was dissolved in water, acidified to pH 4 with hydrochloric acid and extracted with chloroform (discarded). The aqueous phase was adjusted to pH 1... Reactants: CN1CCN(CC1)CC1=CC=C(C(=O)O)C=C1 (4-(4-methylpiperazin-1-ylmethyl)benzoic acid), COC(C1=CC=C(C=C1)CCl)=O (4-Chloromethyl-benzoic acid methyl ester), CN1CCNCC1 (1-methylpiperazine), ClCC1=CC=C(C(=O)O)C=C1 (4-Chloromethylbenzoic acid), methyl ester. The product is COC(C1=CC=C(C=C1)CN1CCN(CC1)C)=O (4-(4-methylpiperazin-1-ylmethyl)benzoic acid methyl ester). As a reaction SMILES: [CH3:1][N:2]1[CH2:7][CH2:6][N:5]([CH2:8][C:9]2[CH:17]=[CH:16][C:12]([C:13]([OH:15])=[O:14])=[CH:11][CH:10]=2)[CH2:4][CH2:3]1.Cl[CH2:19]C1C=CC(C(O)=O)=CC=1.COC(=O)C1C=CC(CCl)=CC=1.CN1CCNCC1>>[CH3:19][O:14][C:13](=[O:15])[C:12]1[CH:16]=[CH:17][C:9]([CH2:8][N:5]2[CH2:4][CH2:3][N:2]([CH3:1])[CH2:7][CH2:6]2)=[CH:10][CH:11]=1. Procedure details: 4-(4-methylpiperazin-1-ylmethyl)benzoic acid (17) is obtained as described in the following Scheme 5. 4-Chloromethylbenzoic acid (14) is first esterified to a methyl ester to protect an acid group in the following reaction. 4-Chloromethyl-benzoic acid methyl ester (15) is then allowed to react with 1-methylpiperazine to give 4-(4-methylpiperazin-1-ylmethyl)benzoic acid methyl ester (16). Methyl ester is cleaved by heating with potassium hydroxide in methanol. 4-(4-methylpiperazin-1-ylmethyl)benz... Starting materials: Nc1cc(F)ccc1C(=O)O, [I-], [K+], O=N[O-], [Na+], O, O=S(=O)(O)O. Yields the product O=C(O)c1ccc(F)cc1I. RXN SMILES: [F:1][c:2]1[cH:3][c:4]([NH2:11])[c:5]([C:6](=[O:7])[OH:8])[cH:9][cH:10]1.[I-:17].[K+:16].[N:12]([O-:13])=[O:14].[Na+:15].[OH2:23].[S:18](=[O:19])(=[O:20])([OH:21])[OH:22]>>[F:1][c:2]1[cH:3][c:4]([I:17])[c:5]([C:6](=[O:7])[OH:8])[cH:9][cH:10]1. The reactants are C(C1=CC=CC=C1)OC1=CC=C(OCC(=O)OCC)C=C1 (Ethy 4-benzyloxyphenoxyacetate). The reagents and catalysts are [C].[Pd] (palladium carbon). The solvent is O1CCCC1 (tetrahydrofuran). Yields the product OC1=CC=C(OCC(=O)OCC)C=C1 (Ethyl 4-hydroxyphenoxyacetate). Isolated yield 93.0%. Reaction SMILES: C([O:8][C:9]1[CH:21]=[CH:20][C:12]([O:13][CH2:14][C:15]([O:17][CH2:18][CH3:19])=[O:16])=[CH:11][CH:10]=1)C1C=CC=CC=1>O1CCCC1.[C].[Pd]>[OH:8][C:9]1[CH:10]=[CH:11][C:12]([O:13][CH2:14][C:15]([O:17][CH2:18][CH3:19])=[O:16])=[CH:20][CH:21]=1 |f:2.3|. Procedure details: Ethy 4-benzyloxyphenoxyacetate (21.78 g) was hydrogenated using 7.5% palladium carbon (3.2 g) in tetrahydrofuran (220 ml) at 3 atm over 7 hours. After completion of the reaction, the reaction mixture was filtered through celite, and the solvent was evaporated. The obtained solid was filtrated with diisopropyl ether and dried under reduced pressure to give the title compound (13.88 g) as a white solid. Starting materials: C(C1=CC=CC=C1)N1[C@@]2([C@@H](CC[C@H]1[C@@H](C2)C#N)O[C@@H](CO)C2=CC(=CC(=C2)C(F)(F)F)C(F)(F)F)C2=CC=CC=C2 ((1R*,2R*,5S*,6R*)-8-Benzyl-2-{(1R*)-1-[3,5-bis(trifluoromethyl)phenyl]-2-hydroxyethoxy}-6-cyano-1-phenyl-8-azabicyclo[3.2.1]octane), C(C1=CC=CC=C1)Br (benzyl bromide), C1COCCOCCOCCOCCOCCO1 (18-crown-6), [H-].[Na+] (sodium hydride). As a reaction SMILES: [CH2:1]([N:8]1[C@@H:13]2[C@H:14]([C:16]#[N:17])[CH2:15][C@@:9]1([C:36]1[CH:41]=[CH:40][CH:39]=[CH:38][CH:37]=1)[C@H:10]([O:18][C@H:19]([C:22]1[CH:27]=[C:26]([C:28]([F:31])([F:30])[F:29])[CH:25]=[C:24]([C:32]([F:35])([F:34])[F:33])[CH:23]=1)[CH2:20][OH:21])[CH2:11][CH2:12]2)[C:2]1[CH:7]=[CH:6][CH:5]=[CH:4][CH:3]=1.[CH2:42](Br)[C:43]1[CH:48]=[CH:47][CH:46]=[CH:45][CH:44]=1.C1OCCOCCOCCOCCOCCOC1.[H-].[Na+]>C1COCC1.O>[CH2:1]([N:8]1[C@@H:13]2[C@H:14]([C:16]#[N:17])[CH2:15][C@@:9]1([C:36]1[CH:41]=[CH:40][CH:39]=[CH:38][CH:37]=1)[C@H:10]([O:18][C@H:19]([C:22]1[CH:27]=[C:26]([C:28]([F:30])([F:31])[F:29])[CH:25]=[C:24]([C:32]([F:33])([F:34])[F:35])[CH:23]=1)[CH2:20][O:21][CH2:42][C:43]1[CH:48]=[CH:47][CH:46]=[CH:45][CH:44]=1)[CH2:11][CH2:12]2)[C:2]1[CH:7]=[CH:6][CH:5]=[CH:4][CH:3]=1 |f:3.4|. The solvent is C1CCOC1 (THF), O (water). Procedure details: (1R*,2R*,5S*,6R*)-8-Benzyl-2-{(1R*)-1-[3,5-bis(trifluoromethyl)phenyl]-2-hydroxyethoxy}-6-cyano-1-phenyl-8-azabicyclo[3.2.1]octane (Example 156; 0.7749 g, 1.35 mmol), benzyl bromide (0.4618 g, 0.321 ml, 2.7 mmol), 18-crown-6 (0.714 g, 2.7 mmol) and sodium hydride (0.1037 g, 4.32 mmol) in THF (6 ml) were heated at 60° C. for 1 hour. The mixture was diluted with water and extracted into ethyl acetate. The organics were collected and dried (MgSO4) and concentrated in vacuo. The residue was purified... The product is C(C1=CC=CC=C1)N1[C@@]2([C@@H](CC[C@H]1[C@@H](C2)C#N)O[C@@H](COCC2=CC=CC=C2)C2=CC(=CC(=C2)C(F)(F)F)C(F)(F)F)C2=CC=CC=C2 ((1R*,2R*,5S*,6R*)-8-Benzyl-2-{(1R*)-1-[3,5-bis(trifluoromethyl)phenyl]-2-phenylmethoxyethoxy}-6-cyano-1-phenyl-8-azabicyclo[3.2.1]octane). Isolated yield 79.3%. Reactants: CC(C)(C)P(C(C)(C)C)C(C)(C)C, CC(C)(C)P(C(C)(C)C)C(C)(C)C, C=C(OCC)[Sn](CCCC)(CCCC)CCCC, C1COCCO1, COc1nc(Cl)c(NC(=O)OC(C)(C)C)cc1F, [Cs+], [F-], [F-], [K+], [Pd]. Yields the product C=C(OCC)c1nc(OC)c(F)cc1NC(=O)OC(C)(C)C. RXN SMILES: [C:48]([P:49]([C:50]([CH3:51])([CH3:52])[CH3:53])[C:54]([CH3:55])([CH3:56])[CH3:57])([CH3:58])([CH3:59])[CH3:60].[C:61]([P:62]([C:63]([CH3:64])([CH3:65])[CH3:66])[C:67]([CH3:68])([CH3:69])[CH3:70])([CH3:71])([CH3:72])[CH3:73].[CH2:21]([Sn:22]([CH2:23][CH2:24][CH2:25][CH3:31])([C:26](=[CH2:27])[O:28][CH2:29][CH3:30])[CH2:32][CH2:33][CH2:34][CH3:35])[CH2:36][CH2:37][CH3:38].[CH2:41]1[O:42][CH2:43][CH2:44][O:45][CH2:46]1.[Cl:1][c:2]1[n:3][c:4]([O:17][CH3:18])[c:5]([F:16])[cH:6][c:7]1[NH:8][C:9]([O:10][C:11]([CH3:12])([CH3:13])[CH3:14])=[O:15].[Cs+:20].[F-:19].[F-:39].[K+:40].[Pd:47]>>[c:2]1([C:26](=[CH2:27])[O:28][CH2:29][CH3:30])[n:3][c:4]([O:17][CH3:18])[c:5]([F:16])[cH:6][c:7]1[NH:8][C:9]([O:10][C:11]([CH3:12])([CH3:13])[CH3:14])=[O:15]. Reactants: ClC1=CC(=C(C=C1)SC=1C=CC(=C(NC)C1)[N+](=O)[O-])CN1N=CN=C1 (5-[4-chloro-2-(1H-1,2,4-triazol-1-ylmethyl)phenylthio]-N-methyl-2-nitroaniline), C(C)(=O)OCC (ethyl acetate). Reagents/catalysts: [Zn] (zinc). The solvent is C(C)(=O)O (acetic acid). The product is ClC1=CC(=C(C=C1)SC1=CC(=C(N)C=C1)NC)CN1N=CN=C1 (4-[4-chloro-2-(1H-1,2,4-triazol-1-ylmethyl)phenylthio]-2-methylaminoaniline). RXN SMILES: [Cl:1][C:2]1[CH:7]=[CH:6][C:5]([S:8][C:9]2[CH:10]=[CH:11][C:12]([N+:17]([O-])=O)=[C:13]([CH:16]=2)[NH:14][CH3:15])=[C:4]([CH2:20][N:21]2[CH:25]=[N:24][CH:23]=[N:22]2)[CH:3]=1.C(OCC)(=O)C>C(O)(=O)C.[Zn]>[Cl:1][C:2]1[CH:7]=[CH:6][C:5]([S:8][C:9]2[CH:10]=[CH:11][C:12]([NH2:17])=[C:13]([NH:14][CH3:15])[CH:16]=2)=[C:4]([CH2:20][N:21]2[CH:25]=[N:24][CH:23]=[N:22]2)[CH:3]=1. Reported procedure: 5-[4-Chloro-2-(1H-1,2,4-triazol-1-ylmethyl)phenylthio]-N-methyl-2-nitroaniline (0.14 g) from Example 70 was dissolved in acetic acid (2ml), followed by gradual addition of zinc powder (120 mg) at room temperature. After the addition, ethyl acetate was added to filter off insoluble materials, and to the filtrate was added saturated sodium hydrogen carbonate solution carefully for separation. The organic layer was washed with saturated sodium chloride solution, and dried over anhydrous sodium sulf...